The task is: describe an organic reaction: reactants, conditions, products, and yield. This data is from the Open Reaction Database (ORD), a public repository of structured organic reaction records. Reactants: CCO, CC(C)(C)OC(=O)C1(C(C)(N)C#N)CC1. Product: CC(C)(C)OC(=O)C1(C(C)(N)CN)CC1. RXN SMILES: [CH3:16][CH2:17][OH:18].[NH2:1][C:2]([CH3:3])([C:4]#[N:5])[C:6]1([C:9](=[O:10])[O:11][C:12]([CH3:13])([CH3:14])[CH3:15])[CH2:7][CH2:8]1>>[NH2:1][C:2]([CH3:3])([CH2:4][NH2:5])[C:6]1([C:9](=[O:10])[O:11][C:12]([CH3:13])([CH3:14])[CH3:15])[CH2:7][CH2:8]1. Starting materials: C(C1=CC=CC=C1)(=S)[O-].[K+] (potassium thiobenzoate), Cl (hydrochloric acid), S1C(=CC=C1)C1SC[C@H](N1)C(=O)O ((4R)-2-(2-thienyl)-4-thiazolidinecarboxylic acid), C([O-])([O-])=O.[Na+].[Na+] (sodium carbonate), BrCCC(=O)Cl (3-bromopropanoyl chloride). Run in O (water). Product: C(C1=CC=CC=C1)(=O)SCCC(=O)N1C(SC[C@H]1C(=O)O)C=1SC=CC1 ((4R)-3-(S-Benzoyl-3-mercaptopropanoyl)-2-(2-thienyl)-4-thiazolidinecarboxylic acid). RXN SMILES: [S:1]1[CH:5]=[CH:4][CH:3]=[C:2]1[CH:6]1[NH:10][C@H:9]([C:11]([OH:13])=[O:12])[CH2:8][S:7]1.C(=O)([O-])[O-].[Na+].[Na+].Br[CH2:21][CH2:22][C:23](Cl)=[O:24].[C:26]([O-:34])(=[S:33])[C:27]1[CH:32]=[CH:31][CH:30]=[CH:29][CH:28]=1.[K+].Cl>O>[C:26]([S:33][CH2:21][CH2:22][C:23]([N:10]1[C@H:9]([C:11]([OH:13])=[O:12])[CH2:8][S:7][CH:6]1[C:2]1[S:1][CH:5]=[CH:4][CH:3]=1)=[O:24])(=[O:34])[C:27]1[CH:32]=[CH:31][CH:30]=[CH:29][CH:28]=1 |f:1.2.3,5.6|. Reported procedure: 10.8 g of (4R)-2-(2-thienyl)-4-thiazolidinecarboxylic acid and 10.6 g of sodium carbonate are dissolved in 100 ml of water and 8.6 g of 3-bromopropanoyl chloride is added dropwise while stirring under ice-cooling. After the addition, the mixture is stirred under ice-cooling for 2 hours. To this reaction solution, 8.8 g of potassium thiobenzoate is added and stirred at room temperature for 1 hour. The solution is acidified with dilute hydrochloric acid and the produced oil is extracted with ethyl...